Dataset: the Open Reaction Database (ORD), a public repository of structured organic reaction records. Task: describe an organic reaction: reactants, conditions, products, and yield Reactants: S1C(=CC=C1)CC(=O)NC1[C@@]2(N(C(=C(CS2)COC(C)=O)C(=O)OCC2=CC=C(C=C2)[N+](=O)[O-])C1=O)OC (p-nitrobenzyl 7-(2-thienylacetamido)-6-methoxy-3-acetoxymethyl-ceph-3-em-4-carboxylate), C1CCOC1.CO (THF MeOH). The reagents and catalysts are [Pd] (Pd on charcoal). Solvent: CCOC(=O)C (EtOAc). The product is S1C(=CC=C1)CC(=O)NC1[C@@]2(N(C(=C(CS2)COC(C)=O)C(=O)O)C1=O)OC (7-(2-thienylacetamido)-6-methoxy-3-acetoxymethyl-ceph-3-em-4-carboxylic acid). The yield is 74.6%. RXN SMILES: [S:1]1[CH:5]=[CH:4][CH:3]=[C:2]1[CH2:6][C:7]([NH:9][CH:10]1[C:35](=[O:36])[N:12]2[C:13]([C:22]([O:24]CC3C=CC([N+]([O-])=O)=CC=3)=[O:23])=[C:14]([CH2:17][O:18][C:19](=[O:21])[CH3:20])[CH2:15][S:16][C@:11]12[O:37][CH3:38])=[O:8].C1COCC1.CO>CCOC(C)=O.[Pd]>[S:1]1[CH:5]=[CH:4][CH:3]=[C:2]1[CH2:6][C:7]([NH:9][CH:10]1[C:35](=[O:36])[N:12]2[C:13]([C:22]([OH:24])=[O:23])=[C:14]([CH2:17][O:18][C:19](=[O:21])[CH3:20])[CH2:15][S:16][C@:11]12[O:37][CH3:38])=[O:8] |f:1.2|. Procedure: A mixture of 5% Pd on charcoal (120 mg., prereduced in 1:1 THF-MeOH), the major isomer of p-nitrobenzyl 7-(2-thienylacetamido)-6-methoxy-3-acetoxymethyl-ceph-3-em-4-carboxylate (60 mg.), and 1:1 THF-MeOH (3 ml.) is hydrogenated at atmospheric pressure and room temperature for 3 hrs. The mixture is filtered and the filtrate is evaporated in vacuo. Trituration of the residue with Et2O provides a white solid (50 mg.). The solid is taken up in EtOAc (5 ml.) and filtered. The EtOAc filtrate is extrac... Starting materials: NC=1SC(=C(N1)C(F)(F)F)C(=O)OCC (ethyl 2-amino-4-trifluoromethyl-5-thiazolecarboxylate), cuprous bromide, N(=O)[O-].[Na+] (sodium nitrite), P(O)(O)(O)=O (phosphoric acid), [N+](=O)(O)[O-] (nitric acid), Br (hydrobromic acid). Run in O (water), O (water). Reaction conditions: time 10 minute. The product is BrC=1SC(=C(N1)C(F)(F)F)C(=O)OCC (Ethyl 2-Bromo-4-Trifluoromethyl-5-Thiazolecarboxylate). As a reaction SMILES: N[C:2]1[S:3][C:4]([C:11]([O:13][CH2:14][CH3:15])=[O:12])=[C:5]([C:7]([F:10])([F:9])[F:8])[N:6]=1.P(=O)(O)(O)O.[N+]([O-])(O)=O.N([O-])=O.[Na+].[BrH:29]>O>[Br:29][C:2]1[S:3][C:4]([C:11]([O:13][CH2:14][CH3:15])=[O:12])=[C:5]([C:7]([F:10])([F:9])[F:8])[N:6]=1 |f:3.4|. Reported procedure: To a solution of 4.5 g (0.0187 mole) of ethyl 2-amino-4-trifluoromethyl-5-thiazolecarboxylate in 50 ml. of 85% phosphoric acid at -10° C. was added 25 ml. of nitric acid. To this mixture was added dropwise at -10° C. to -5° C. a solution of 4.0 g (0.0579 mole) of sodium nitrite in 20 ml. of water in 30 minutes. This mixture was stirred for 10 minutes at -10° C. to -5° C. and poured into a solution of 2.70 g (0.0187 mole) of freshly prepared cuprous bromide in 20 ml. of hydrobromic acid. A vigoro... Starting materials: OC1=CC=NN1C1=NC=CC(=C1)C#N (2-(5-hydroxy-1H-pyrazol-1-yl)pyridine-4-carbonitrile), ClC1=CC(=C(C=C1)CO)OCC1=CC=C(C=C1)F ([4-chloro-2-[(4-fluorophenyl)methoxy]phenyl]methanol). Product: ClC1=CC(=C(C=C1)COC1=CC=NN1C1=NC=CC(=C1)C#N)OCC1=CC=C(C=C1)F (2-[5-[[4-chloro-2-[(4-fluorophenyl)methoxy]phenyl]methoxy]pyrazol-1-yl]pyridine-4-carbonitrile). Reaction SMILES: [OH:1][C:2]1[N:6]([C:7]2[CH:12]=[C:11]([C:13]#[N:14])[CH:10]=[CH:9][N:8]=2)[N:5]=[CH:4][CH:3]=1.[Cl:15][C:16]1[CH:21]=[CH:20][C:19]([CH2:22]O)=[C:18]([O:24][CH2:25][C:26]2[CH:31]=[CH:30][C:29]([F:32])=[CH:28][CH:27]=2)[CH:17]=1>>[Cl:15][C:16]1[CH:21]=[CH:20][C:19]([CH2:22][O:1][C:2]2[N:6]([C:7]3[CH:12]=[C:11]([C:13]#[N:14])[CH:10]=[CH:9][N:8]=3)[N:5]=[CH:4][CH:3]=2)=[C:18]([O:24][CH2:25][C:26]2[CH:27]=[CH:28][C:29]([F:32])=[CH:30][CH:31]=2)[CH:17]=1. Reported procedure: The title compound was prepared from 2-(5-hydroxy-1H-pyrazol-1-yl)pyridine-4-carbonitrile and [4-chloro-2-[(4-fluorophenyl)methoxy]phenyl]methanol according to the procedure for the preparation of Example 39, part C. 1H NMR (400 MHz, CDCl3): δ 5.07 (2H, s), 5.25 (2H, s), 5.73 (1H, d, J=1.6 Hz), 6.98-7.07 (4H, m), 7.32-7.39 (4H, m), 7.55 (1H, d, J=1.6 Hz), 8.00 (1H, s), 8.67 (1H, d, J=5.2 Hz). [M+H] Calc'd for C23H16ClFN4O2, 435. Found, 435.